Dataset: the Open Reaction Database (ORD), a public repository of structured organic reaction records. Task: describe an organic reaction: reactants, conditions, products, and yield The reactants are CN(C)C=O, Fc1ccc(CCl)cc1, [H-], [Na+], C1=CC(OCc2ccccc2)=C2N=C3CCCCC3=C2C1. Product: Fc1ccc(CC2C=CC(OCc3ccccc3)=C3N=C4CCCCC4=C32)cc1. As a reaction SMILES: [CH3:33][N:34]([CH3:35])[CH:36]=[O:37].[F:24][c:25]1[cH:26][cH:27][c:28]([CH2:29][Cl:30])[cH:31][cH:32]1.[H-:22].[Na+:23].[c:1]1([CH2:7][O:8][C:9]2=[C:17]3[C:13](=[C:14]4[C:15](=[N:16]3)[CH2:18][CH2:19][CH2:20][CH2:21]4)[CH2:12][CH:11]=[CH:10]2)[cH:2][cH:3][cH:4][cH:5][cH:6]1>>[c:1]1([CH2:7][O:8][C:9]2=[C:17]3[C:13](=[C:14]4[C:15](=[N:16]3)[CH2:18][CH2:19][CH2:20][CH2:21]4)[CH:12]([CH2:29][c:28]3[cH:27][cH:26][c:25]([F:24])[cH:32][cH:31]3)[CH:11]=[CH:10]2)[cH:2][cH:3][cH:4][cH:5][cH:6]1. The reactants are Cl, O=N[O-], CCOC(=O)C(C)(C)c1ccc(N)c(Br)c1, [Na+], O. The product is CCOC(=O)C(C)(C)c1ccc(NN)c(Br)c1. RXN SMILES: [ClH:21].[N:17]([O-:18])=[O:19].[NH2:1][c:2]1[c:3]([Br:16])[cH:4][c:5]([C:8]([C:9](=[O:10])[O:11][CH2:12][CH3:13])([CH3:14])[CH3:15])[cH:6][cH:7]1.[Na+:20].[OH2:22]>>[NH:1]([c:2]1[c:3]([Br:16])[cH:4][c:5]([C:8]([C:9](=[O:10])[O:11][CH2:12][CH3:13])([CH3:14])[CH3:15])[cH:6][cH:7]1)[NH2:17]. The reactants are C(C)(C)(C)OC(=O)NCC=1C(=NC2=CC=C(C=C2C1C1=CC=C(C=C1)C)OCCCC(=O)OCC)CC(C)C (ethyl 4-{[3-{[(tert-butoxycarbonyl)amino]methyl}-2-isobutyl-4-(4-methylphenyl)quinolin-6-yl]oxy}butanoate), solution, Cl (hydrogen chloride). The solvent is C(C)(=O)OCC (ethyl acetate), C(C)(=O)OCC (ethyl acetate). Run at time 3 hour. Yields the product NCC=1C(=NC2=CC=C(C=C2C1C1=CC=C(C=C1)C)OCCCC(=O)OCC)CC(C)C (ethyl 4-{[3-(aminomethyl)-2-isobutyl-4-(4-methylphenyl)-6-quinolinyl]oxy}butanoate). Isolated yield 74.6%. RXN SMILES: C(OC([NH:8][CH2:9][C:10]1[C:11]([CH2:36][CH:37]([CH3:39])[CH3:38])=[N:12][C:13]2[C:18]([C:19]=1[C:20]1[CH:25]=[CH:24][C:23]([CH3:26])=[CH:22][CH:21]=1)=[CH:17][C:16]([O:27][CH2:28][CH2:29][CH2:30][C:31]([O:33][CH2:34][CH3:35])=[O:32])=[CH:15][CH:14]=2)=O)(C)(C)C.Cl>C(OCC)(=O)C>[NH2:8][CH2:9][C:10]1[C:11]([CH2:36][CH:37]([CH3:38])[CH3:39])=[N:12][C:13]2[C:18]([C:19]=1[C:20]1[CH:21]=[CH:22][C:23]([CH3:26])=[CH:24][CH:25]=1)=[CH:17][C:16]([O:27][CH2:28][CH2:29][CH2:30][C:31]([O:33][CH2:34][CH3:35])=[O:32])=[CH:15][CH:14]=2. Reported procedure: To a solution of ethyl 4-{[3-{[(tert-butoxycarbonyl)amino]methyl}-2-isobutyl-4-(4-methylphenyl)quinolin-6-yl]oxy}butanoate (0.2 g, 0.37 mmol) in ethyl acetate (10 ml) was added 4N solution of hydrogen chloride in ethyl acetate (10 ml), and the mixture was stirred at room temperature for 3 hrs. The reaction mixture was concentrated under reduced pressure and saturated aqueous sodium hydrogen carbonate was added to neutralize the residue. The obtained mixture was extracted with ethyl acetate and t... The reactants are [Cl-].O[NH3+] (hydroxylammonium chloride), C(O)([O-])=O.[Na+] (sodium hydrogen carbonate), CS(=O)C (dimethyl sulfoxide), C(C)C=1N=C(N(C(C1C(=O)N1CCOCC1)=O)CC1=CC=C(C=C1)C=1C(=CC=CC1)C#N)CCC (4′-{[4-ethyl-5-(morpholin-4-ylcarbonyl)-6-oxo-2-propylpyrimidin-1(6H)-yl]methyl}biphenyl-2-carbonitrile). Solvent: O (water). Reaction conditions: temperature 40 celsius, time 30 minute. Yields the product C(C)C1=C(C(N(C(=N1)CCC)CC1=CC=C(C=C1)C1=C(C=CC=C1)C1=NOC(N1)=O)=O)C(=O)N1CCOCC1 (6-ethyl-5-(morpholin-4-ylcarbonyl)-3-{[2′-(5-oxo-4,5-dihydro-1,2,4-oxadiazol-3-yl)biphenyl-4-yl]methyl}-2-propylpyrimidin-4(3H)-one). The yield is 40.4%. Reaction SMILES: [Cl-].O[NH3+:3].[C:4](=[O:7])([O-])[OH:5].[Na+].CS(C)=O.[CH2:13]([C:15]1[N:16]=[C:17]([CH2:45][CH2:46][CH3:47])[N:18]([CH2:30][C:31]2[CH:36]=[CH:35][C:34]([C:37]3[C:38]([C:43]#[N:44])=[CH:39][CH:40]=[CH:41][CH:42]=3)=[CH:33][CH:32]=2)[C:19](=[O:29])[C:20]=1[C:21]([N:23]1[CH2:28][CH2:27][O:26][CH2:25][CH2:24]1)=[O:22])[CH3:14]>O>[CH2:13]([C:15]1[N:16]=[C:17]([CH2:45][CH2:46][CH3:47])[N:18]([CH2:30][C:31]2[CH:36]=[CH:35][C:34]([C:37]3[CH:42]=[CH:41][CH:40]=[CH:39][C:38]=3[C:43]3[NH:3][C:4](=[O:7])[O:5][N:44]=3)=[CH:33][CH:32]=2)[C:19](=[O:29])[C:20]=1[C:21]([N:23]1[CH2:24][CH2:25][O:26][CH2:27][CH2:28]1)=[O:22])[CH3:14] |f:0.1,2.3|. Procedure details: A mixture of hydroxylammonium chloride (0.56 g), sodium hydrogen carbonate (0.79 g) and dimethyl sulfoxide (4 mL) was stirred at 40° C. for 30 min, 4′-{[4-ethyl-5-(morpholin-4-ylcarbonyl)-6-oxo-2-propylpyrimidin-1(6H)-yl]methyl}biphenyl-2-carbonitrile (0.22 g) was added, and the mixture was stirred at 90° C. for 24 hr. The reaction mixture was allowed to cool to room temperature, water was added to the reaction mixture, and the precipitated solid was collected by filtration. The obtained solid w... The solvent is C1(=CC=CC=C1)C (toluene), CS(=O)C (dimethylsulfoxide), C(C)(=O)OCC (ethyl acetate). Reaction conditions: temperature 10 celsius, time 1 hour. Product: C(C)(C)(C)OC(N[C@H](C(N1CC(C1)=O)=O)CC1=CC=CC=C1)=O ([(1S)-Benzyl-2-oxo-2-(3-oxo-azetidin-1-yl)-ethyl]-carbamic acid tert-butyl ester). Reactants: C(C)(C)(C)OC(N[C@H](C(=O)N1CC(C1)O)CC1=CC=CC=C1)=O ([(1S)-Benzyl-2-(3-hydroxy-azetidin-1-yl)-2-oxo-ethyl]-carbamic acid tert-butyl ester), Cl.CN(CCCN=C=NCC)C (1-(3-dimethylaminopropyl)3-ethylcarbodiimide hydrochloride), ClC(C(=O)O)Cl (dichloroacetic acid). As a reaction SMILES: [C:1]([O:5][C:6](=[O:23])[NH:7][C@@H:8]([CH2:16][C:17]1[CH:22]=[CH:21][CH:20]=[CH:19][CH:18]=1)[C:9]([N:11]1[CH2:14][CH:13]([OH:15])[CH2:12]1)=[O:10])([CH3:4])([CH3:3])[CH3:2].Cl.CN(C)CCCN=C=NCC.ClC(Cl)C(O)=O>C1(C)C=CC=CC=1.CS(C)=O.C(OCC)(=O)C>[C:1]([O:5][C:6](=[O:23])[NH:7][C@@H:8]([CH2:16][C:17]1[CH:18]=[CH:19][CH:20]=[CH:21][CH:22]=1)[C:9](=[O:10])[N:11]1[CH2:14][C:13](=[O:15])[CH2:12]1)([CH3:4])([CH3:2])[CH3:3] |f:1.2|. Procedure details: [(1S)-Benzyl-2-(3-hydroxy-azetidin-1-yl)-2-oxo-ethyl]-carbamic acid tert-butyl ester (320 mg, 1 mmol) was added in one portion to a mixture of 1-(3-dimethylaminopropyl)3-ethylcarbodiimide hydrochloride (DEC, 575 mg, 3 mmol) and dichloroacetic acid (192 mg, 1.5 mmol) in anhydrous toluene (2 mL) and anhydrous dimethylsulfoxide (2 mL). The mixture was stirred at 0-20° C. for 1 h, diluted with ethyl acetate, the resulting solution washed twice with 1N HCl, twice with saturated aqueous NaHCO3, dried ... The yield is 95.5%. Reactants: C1(=CC=CC=C1)C1=C(C(=NO1)C1=C2C(=NO1)C1=CC=C(C=C1CC2)C2CC(CC2)=O)C(F)(F)F (3-(3-(5-phenyl-4-(trifluoromethyl)isoxazol-3-yl)-4,5-dihydronaphtho[1,2-c]isoxazol-7-yl)cyclopentanone), [Cl-].[NH4+] (ammonium chloride), [C-]#N.[Na+] (sodium cyanide), N (ammonia), N (ammonia). Solvent: ClCCl (dichloromethane), CO (methanol), CO (methanol). Reaction conditions: time 1 day. The product is NC1(CC(CC1)C=1C=C2CCC=3C(=NOC3C3=NOC(=C3C(F)(F)F)C3=CC=CC=C3)C2=CC1)C#N (1-amino-3-(3-(5-phenyl-4-(trifluoromethyl)isoxazol-3-yl)-4,5-dihydronaphtho[1,2-c]isoxazol-7-yl)cyclopentanecarbonitrile). The yield is 101.0%. Reaction SMILES: [C:1]1([C:7]2[O:11][N:10]=[C:9]([C:12]3[O:16][N:15]=[C:14]4[C:17]5[C:22]([CH2:23][CH2:24][C:13]=34)=[CH:21][C:20]([CH:25]3[CH2:29][CH2:28][C:27](=O)[CH2:26]3)=[CH:19][CH:18]=5)[C:8]=2[C:31]([F:34])([F:33])[F:32])[CH:6]=[CH:5][CH:4]=[CH:3][CH:2]=1.[Cl-].[NH4+:36].[C-:37]#[N:38].[Na+].N>CO.ClCCl>[NH2:36][C:27]1([C:37]#[N:38])[CH2:28][CH2:29][CH:25]([C:20]2[CH:21]=[C:22]3[C:17](=[CH:18][CH:19]=2)[C:14]2=[N:15][O:16][C:12]([C:9]4[C:8]([C:31]([F:34])([F:33])[F:32])=[C:7]([C:1]5[CH:6]=[CH:5][CH:4]=[CH:3][CH:2]=5)[O:11][N:10]=4)=[C:13]2[CH2:24][CH2:23]3)[CH2:26]1 |f:1.2,3.4|. Procedure details: A mixture of 3-(3-(5-phenyl-4-(trifluoromethyl)isoxazol-3-yl)-4,5-dihydronaphtho[1,2-c]isoxazol-7-yl)cyclopentanone (Preparation 121C, 230 mg, 0.495 mmol), ammonium chloride (79 mg, 1.486 mmol), sodium cyanide (72.8 mg, 1.486 mmol), 7 M methanol solution of ammonia (4.95 mL, 34.7 mmol) and dichloromethane (2 mL) was stirred at room temperature for 1 day. Additional 7 M methanol solution of ammonia (2 mL) was added and the mixture was stirred at room temperature for 2.5 days. The mixture was conc... The reactants are FC(C=1C=C(C=C2C=NNC12)C(=O)O)(F)F (7-(trifluoromethyl)-1H-indazole-5-carboxylic acid), BrC1=CC=C2C=C(N=CC2=C1)NC (7-bromo-N-methylisoquinolin-3-amine). Product: CNC=1N=CC2=CC(=CC=C2C1)C(=O)O (3-(methylamino)isoquinoline-7-carboxylic acid). Reaction SMILES: FC(F)(F)[C:3]1[CH:4]=[C:5]([C:12]([OH:14])=[O:13])[CH:6]=[C:7]2[C:11]=1N[N:9]=[CH:8]2.BrC1C=C2C([CH:22]=[C:23](NC)[N:24]=[CH:25]2)=CC=1>>[CH3:25][NH:24][C:23]1[N:9]=[CH:8][C:7]2[C:11]([CH:22]=1)=[CH:3][CH:4]=[C:5]([C:12]([OH:14])=[O:13])[CH:6]=2. Procedure details: The title compound was prepared by a method analogous to that described in Steps 3-4 of Intermediate 21, using 7-bromo-N-methylisoquinolin-3-amine. +ESI (M+H) 203.1; 1H NMR (400 MHz, CD3OD, δ): 8.87 (s, 1H), 8.51 (s, 1H), 7.98 (dd, J=8.88, 1.66 Hz, 1H), 7.58 (d, J=8.78 Hz, 1H), 6.60 (s, 1H), 2.93 (s, 3H).